The task is: describe an organic reaction: reactants, conditions, products, and yield. This data is from the Open Reaction Database (ORD), a public repository of structured organic reaction records. The reactants are O=C1CCCC(=O)C1, COc1c(C(=O)O)ccc(C(F)(F)F)c1S(C)=O, CCOC(C)=O, O, O=S(Cl)Cl, c1ccncc1. Yields the product COc1c(C(=O)OC2=CC(=O)CCC2)ccc(C(F)(F)F)c1S(C)=O. Reaction SMILES: [C:19]1(=[O:26])[CH2:20][C:21](=[O:25])[CH2:22][CH2:23][CH2:24]1.[CH3:1][O:2][c:3]1[c:4]([C:5](=[O:6])[OH:7])[cH:8][cH:9][c:10]([C:15]([F:16])([F:17])[F:18])[c:11]1[S:12](=[O:13])[CH3:14].[CH3:37][CH2:38][O:39][C:40](=[O:41])[CH3:42].[OH2:43].[S:33]([Cl:34])([Cl:35])=[O:36].[cH:27]1[cH:28][cH:29][n:30][cH:31][cH:32]1>>[CH3:1][O:2][c:3]1[c:4]([C:5](=[O:6])[O:7][C:19]2=[CH:20][C:21](=[O:25])[CH2:22][CH2:23][CH2:24]2)[cH:8][cH:9][c:10]([C:15]([F:16])([F:17])[F:18])[c:11]1[S:12](=[O:13])[CH3:14].